This data is from the Open Reaction Database (ORD), a public repository of structured organic reaction records. The task is: describe an organic reaction: reactants, conditions, products, and yield Starting materials: N(=NC(=O)N1CCCCC1)C(=O)N1CCCCC1 (1,1′-(azodicarbonyl)dipiperidine), C1(=CC=CC=C1)CCCCCO (5-phenylpentanol), OC1=CC=C(C=C1)CCC(=O)OC (methyl 3-(4-hydroxyphenyl)propanoate), C1(=CC=CC=C1)P(C1=CC=CC=C1)C1=CC=CC=C1 (triphenylphosphine). Solvent: ClCCl (dichloromethane), C(C)OCC (Diethyl ether). Conditions: time 4 day. Yields the product C1(=CC=CC=C1)CCCCCOC1=CC=C(C=C1)CCC(=O)OC (methyl 3-[4-(5-phenylpentyloxy)phenyl]propanoate). As a reaction SMILES: [C:1]1([CH2:7][CH2:8][CH2:9][CH2:10][CH2:11][OH:12])[CH:6]=[CH:5][CH:4]=[CH:3][CH:2]=1.O[C:14]1[CH:19]=[CH:18][C:17]([CH2:20][CH2:21][C:22]([O:24][CH3:25])=[O:23])=[CH:16][CH:15]=1.C1(P(C2C=CC=CC=2)C2C=CC=CC=2)C=CC=CC=1.N(C(N1CCCCC1)=O)=NC(N1CCCCC1)=O>C(OCC)C.ClCCl>[C:1]1([CH2:7][CH2:8][CH2:9][CH2:10][CH2:11][O:12][C:14]2[CH:19]=[CH:18][C:17]([CH2:20][CH2:21][C:22]([O:24][CH3:25])=[O:23])=[CH:16][CH:15]=2)[CH:6]=[CH:5][CH:4]=[CH:3][CH:2]=1. Procedure details: To a mixture of 5-phenylpentanol (3.7 mL), methyl 3-(4-hydroxyphenyl)propanoate (3.6 g), triphenylphosphine (5.77 g) and dichloromethane (200 mL) was added 1,1′-(azodicarbonyl)dipiperidine (5.55 g). The reaction mixture was stirred at room temperature for 4 days. Diethyl ether was added to the reaction mixture, which was filtered and the filtrate was concentrated. Hexane-diethyl ether (1:1) (200 mL) was added to the residue, which was filtered and the filtrate was concentrated. The obtained resi...